From a dataset of the Open Reaction Database (ORD), a public repository of structured organic reaction records. describe an organic reaction: reactants, conditions, products, and yield Reactants: O1COC2=C1C=CC(=C2)C(C(=O)O)OC ((RS)-Benzo[1,3]dioxol-5-yl-methoxy-acetic acid), NCC1=CC=C(C#N)C=C1 (4-aminomethyl benzonitrile). Yields the product O1COC2=C1C=CC(=C2)C(C(=O)NCC2=CC=C(C=C2)C#N)OC ((RS)-2-benzo[1,3]dioxol-5-yl-N-(4-cyano-benzyl)-2-methoxy-acetamide). As a reaction SMILES: [O:1]1[C:5]2[CH:6]=[CH:7][C:8]([CH:10]([O:14][CH3:15])[C:11]([OH:13])=O)=[CH:9][C:4]=2[O:3][CH2:2]1.[NH2:16][CH2:17][C:18]1[CH:25]=[CH:24][C:21]([C:22]#[N:23])=[CH:20][CH:19]=1>>[O:1]1[C:5]2[CH:6]=[CH:7][C:8]([CH:10]([O:14][CH3:15])[C:11]([NH:23][CH2:22][C:21]3[CH:24]=[CH:25][C:18]([C:17]#[N:16])=[CH:19][CH:20]=3)=[O:13])=[CH:9][C:4]=2[O:3][CH2:2]1. Reported procedure: (RS)-Benzo[1,3]dioxol-5-yl-methoxy-acetic acid was coupled with 4-aminomethyl benzonitrile according to general procedure C to give (RS)-2-benzo[1,3]dioxol-5-yl-N-(4-cyano-benzyl)-2-methoxy-acetamide. Light yellow solid. Reactants: Cl.CC1=NC(=CC=2N1CCN2)Cl (5-methyl-7-chloro-2,3-dihydroimidazo[1,2-c]pyrimidine hydrochloride), N1CCCC1 (pyrrolidine), C([O-])(O)=O.[Na+] (sodium bicarbonate). Conditions: time 3 hour. Product: Cl.CC1=NC(=CC=2N1CCN2)N2CCCC2 (5-methyl-7-pyrrolidino-2,3-dihydroimidazo[1,2-c]pyrimidine hydrochloride). RXN SMILES: Cl.[CH3:2][C:3]1[N:8]2[CH2:9][CH2:10][N:11]=[C:7]2[CH:6]=[C:5]([Cl:12])[N:4]=1.[NH:13]1[CH2:17][CH2:16][CH2:15][CH2:14]1.C(=O)(O)[O-].[Na+]>>[ClH:12].[CH3:2][C:3]1[N:8]2[CH2:9][CH2:10][N:11]=[C:7]2[CH:6]=[C:5]([N:13]2[CH2:17][CH2:16][CH2:15][CH2:14]2)[N:4]=1 |f:0.1,3.4,5.6|. Reported procedure: A reaction mixture was prepared from 2.0 g. of 5-methyl-7-chloro-2,3-dihydroimidazo[1,2-c]pyrimidine hydrochloride and 0.7 g. of pyrrolidine in a saturated aqueous sodium bicarbonate solution. The reaction mixture was allowed to remain at ambient temperature for about three hours, after which time the solvent was removed in vacuo. The resulting residue was heated in ethanol. Solids were separated by filtration and dilute aqueous hydrochloric acid was added to the ethanolic filtrate. The solvent ... Starting materials: C(C)(C)C=1C=C(C=NC1OC)NC1=NC=C(C=C1C1=NC(=NC(=N1)C)N(CC1=CC=C(C=C1)OC)CC1=CC=C(C=C1)OC)[C@@H](C)N1CCN(CC1)S(=O)(=O)C ((R)-4-(2-(5-isopropyl-6-methoxypyridin-3-ylamino)-5-(1-(4-(methylsulfonyl)piperazin-1-yl)ethyl)pyridin-3-yl)-N,N-bis(4-methoxybenzyl)-6-methyl-1,3,5-triazin-2-amine), FC(S(=O)(=O)O)(F)F (trifluoromethanesulfonic acid). Run in C(=O)(C(F)(F)F)O (TFA). Run at temperature 80 celsius. Yields the product C(C)(C)C=1C=C(C=NC1OC)NC1=NC=C(C=C1C1=NC(=NC(=N1)C)N)[C@@H](C)N1CCN(CC1)S(=O)(=O)C ((R)-4-(2-(5-isopropyl-6-methoxypyridin-3-ylamino)-5-(1-(4-(methylsulfonyl)piperazin-1-yl)ethyl)pyridin-3-yl)-6-methyl-1,3,5-triazin-2-amine). Yield: 31.5%. As a reaction SMILES: [CH:1]([C:4]1[CH:5]=[C:6]([NH:12][C:13]2[C:18]([C:19]3[N:24]=[C:23]([CH3:25])[N:22]=[C:21]([N:26](CC4C=CC(OC)=CC=4)CC4C=CC(OC)=CC=4)[N:20]=3)=[CH:17][C:16]([C@H:45]([N:47]3[CH2:52][CH2:51][N:50]([S:53]([CH3:56])(=[O:55])=[O:54])[CH2:49][CH2:48]3)[CH3:46])=[CH:15][N:14]=2)[CH:7]=[N:8][C:9]=1[O:10][CH3:11])([CH3:3])[CH3:2].FC(F)(F)S(O)(=O)=O>C(O)(C(F)(F)F)=O>[CH:1]([C:4]1[CH:5]=[C:6]([NH:12][C:13]2[C:18]([C:19]3[N:24]=[C:23]([CH3:25])[N:22]=[C:21]([NH2:26])[N:20]=3)=[CH:17][C:16]([C@H:45]([N:47]3[CH2:52][CH2:51][N:50]([S:53]([CH3:56])(=[O:55])=[O:54])[CH2:49][CH2:48]3)[CH3:46])=[CH:15][N:14]=2)[CH:7]=[N:8][C:9]=1[O:10][CH3:11])([CH3:2])[CH3:3]. Procedure: A dark red solution of (R)-4-(2-(5-isopropyl-6-methoxypyridin-3-ylamino)-5-(1-(4-(methylsulfonyl)piperazin-1-yl)ethyl)pyridin-3-yl)-N,N-bis(4-methoxybenzyl)-6-methyl-1,3,5-triazin-2-amine (0.097 g, 0.124 mmol) and trifluoromethanesulfonic acid (0.055 mL, 0.620 mmol) in 1 mL TFA was sealed and heated to 80° C. for 30 min. The reaction was cooled with ice, then quenched with 10N NaOH until basic, and partitioned between water and DCM. The aqueous layer was extracted with DCM 2 times, and the combi... The reactants are C(C1=CC=CC=C1)OC1=C(C=C(C=C1)[C@H](CBr)O[Si](C)(C)C(C)(C)C)CO ([2-(benzyloxy)-5-((1R)-2-bromo-1-{[tert-butyl(dimethyl)silyl]oxy}ethyl)phenyl]methanol), C(C)OC(CC1=CC(=CC=C1)CCN)=O (ethyl[3-(2-aminoethyl)phenyl]acetate). Product: C(C)OC(CC1=CC(=CC=C1)CCNC[C@H](O[Si](C)(C)C(C)(C)C)C1=CC(=C(C=C1)OCC1=CC=CC=C1)CO)=O (ethyl(3-{2-[((2R)-2-[4-(benzyloxy)-3-(hydroxymethyl)phenyl]-2-{[tert-butyl(dimethyl)silyl]oxy}ethyl)amino]ethyl}phenyl)acetate). Reaction SMILES: [CH2:1]([O:8][C:9]1[CH:14]=[CH:13][C:12]([C@@H:15]([O:18][Si:19]([C:22]([CH3:25])([CH3:24])[CH3:23])([CH3:21])[CH3:20])[CH2:16]Br)=[CH:11][C:10]=1[CH2:26][OH:27])[C:2]1[CH:7]=[CH:6][CH:5]=[CH:4][CH:3]=1.[CH2:28]([O:30][C:31](=[O:42])[CH2:32][C:33]1[CH:38]=[CH:37][CH:36]=[C:35]([CH2:39][CH2:40][NH2:41])[CH:34]=1)[CH3:29]>>[CH2:28]([O:30][C:31](=[O:42])[CH2:32][C:33]1[CH:38]=[CH:37][CH:36]=[C:35]([CH2:39][CH2:40][NH:41][CH2:16][C@@H:15]([C:12]2[CH:13]=[CH:14][C:9]([O:8][CH2:1][C:2]3[CH:7]=[CH:6][CH:5]=[CH:4][CH:3]=3)=[C:10]([CH2:26][OH:27])[CH:11]=2)[O:18][Si:19]([C:22]([CH3:25])([CH3:24])[CH3:23])([CH3:21])[CH3:20])[CH:34]=1)[CH3:29]. Reported procedure: Prepared according to the procedure used for preparation 22 using [2-(benzyloxy)-5-((1R)-2-bromo-1-{[tert-butyl(dimethyl)silyl]oxy}ethyl)phenyl]methanol (Preparation 23) and ethyl[3-(2-aminoethyl)phenyl]acetate (Preparation 58) to give the title compound as a yellow oil. Reactants: CN(C)C=C(C(=O)NC1=CC=CC=C1)C(C1=CC=CC=C1)=O (α-[(Dimethylamino)methylene]-β-oxo-N-phenylbenzenepropanamide), C(C1=CC=CC=C1)(=O)CC(=O)NC1=CC=CC=C1 (2-benzoylacetanilide), COC(N(C)C)OC (N,N-dimethylformamide dimethyl acetal), C(Cl)Cl (CH2Cl2). Run at time 8 hour. Product: C(C)OC1=CC=C(C=C1)NC=C(C(=O)NC1=CC=CC=C1)C(C1=CC=CC=C1)=O (α-[[(4-Ethoxyphenyl)amino]methylene]-β-oxo-N-phenylbenzenepropanamide). Isolated yield 61.0%. Reaction SMILES: CN(C=C(C(=O)C1C=CC=CC=1)[C:6]([NH:8][C:9]1[CH:14]=[CH:13][CH:12]=[CH:11][CH:10]=1)=O)C.[C:23]([CH2:31][C:32]([NH:34][C:35]1[CH:40]=[CH:39][CH:38]=[CH:37][CH:36]=1)=[O:33])(=[O:30])[C:24]1[CH:29]=[CH:28][CH:27]=[CH:26][CH:25]=1.COC([O:47][CH3:48])N(C)C.[CH2:49](Cl)Cl>>[CH2:48]([O:47][C:12]1[CH:11]=[CH:10][C:9]([NH:8][CH:6]=[C:31]([C:23](=[O:30])[C:24]2[CH:25]=[CH:26][CH:27]=[CH:28][CH:29]=2)[C:32]([NH:34][C:35]2[CH:40]=[CH:39][CH:38]=[CH:37][CH:36]=2)=[O:33])=[CH:14][CH:13]=1)[CH3:49]. Procedure: α-[(Dimethylamino)methylene]-β-oxo-N-phenylbenzenepropanamide. A solution of 2-benzoylacetanilide (Aldrich; 1.088 g, 4.55 mmol) in 15 mL of CH2Cl2 was treated with neat N,N-dimethylformamide dimethyl acetal (0.75 mL, 670 mg, 5.63 mmol). The reaction was allowed to stir at rt overnight. Concentration in vacuo gave a solid that was adsorbed onto 3.3 g of silica gel and added to 17 cm of flash silica gel in a 5 cm dia. column. Elution with 2 L of 4:1 EtOAc/hexanes afforded 797 mg (61%) of the desir... Starting materials: CN(C)c1cc(NC(=O)CBr)c(O)c2c1CC1CC3C(N(C)C)C(O)=C(C(N)=O)C(=O)C3(O)C(O)=C1C2=O, CN1CCCN(C)C1=O, CC#N, C1CCONC1. Product: CN(C)c1cc(NC(=O)CN2CCCCO2)c(O)c2c1CC1CC3C(N(C)C)C(O)=C(C(N)=O)C(=O)C3(O)C(O)=C1C2=O. As a reaction SMILES: [Br:7][CH2:8][C:9](=[O:10])[NH:11][c:12]1[cH:13][c:14]([N:42]([CH3:43])[CH3:44])[c:15]2[c:28]([c:29]1[OH:30])[C:27](=[O:31])[C:26]1=[C:25]([OH:32])[C:24]3([OH:33])[CH:19]([CH2:18][CH:17]1[CH2:16]2)[CH:20]([N:39]([CH3:40])[CH3:41])[C:21]([OH:38])=[C:22]([C:35](=[O:36])[NH2:37])[C:23]3=[O:34].[CH3:45][N:46]1[CH2:47][CH2:48][CH2:49][N:50]([CH3:51])[C:52]1=[O:53].[CH3:54][C:55]#[N:56].[O:1]1[NH:2][CH2:3][CH2:4][CH2:5][CH2:6]1>>[O:1]1[N:2]([CH2:8][C:9](=[O:10])[NH:11][c:12]2[cH:13][c:14]([N:42]([CH3:43])[CH3:44])[c:15]3[c:28]([c:29]2[OH:30])[C:27](=[O:31])[C:26]2=[C:25]([OH:32])[C:24]4([OH:33])[CH:19]([CH2:18][CH:17]2[CH2:16]3)[CH:20]([N:39]([CH3:40])[CH3:41])[C:21]([OH:38])=[C:22]([C:35](=[O:36])[NH2:37])[C:23]4=[O:34])[CH2:3][CH2:4][CH2:5][CH2:6]1. Reactants: C(C1=CC=CC=C1)OC1=C(C=CC=C1)CCC=CC1=C(OCC2OC2)C=CC=C1 (2-{2-[4-(2-benzyloxyphenyl)-1-buten-1-yl]phenoxymethyl}oxirane), CNC (dimethylamine). The solvent is O1CCCC1 (tetrahydrofuran). The product is CN(CC(COC1=C(C=CC=C1)C=CCCC1=C(C=CC=C1)OCC1=CC=CC=C1)O)C (3-dimethylamino-1-{2-[4-(2-benzyloxyphenyl)-1-buten-1-yl]phenoxy}-2-propanol). Reaction SMILES: [CH2:1]([O:8][C:9]1[CH:14]=[CH:13][CH:12]=[CH:11][C:10]=1[CH2:15][CH2:16][CH:17]=[CH:18][C:19]1[CH:29]=[CH:28][CH:27]=[CH:26][C:20]=1[O:21][CH2:22][CH:23]1[CH2:25][O:24]1)[C:2]1[CH:7]=[CH:6][CH:5]=[CH:4][CH:3]=1.[CH3:30][NH:31][CH3:32]>O1CCCC1>[CH3:30][N:31]([CH3:32])[CH2:25][CH:23]([OH:24])[CH2:22][O:21][C:20]1[CH:26]=[CH:27][CH:28]=[CH:29][C:19]=1[CH:18]=[CH:17][CH2:16][CH2:15][C:10]1[CH:11]=[CH:12][CH:13]=[CH:14][C:9]=1[O:8][CH2:1][C:2]1[CH:7]=[CH:6][CH:5]=[CH:4][CH:3]=1. Procedure: Following a procedure similar to that described in Example 1(b), a solution of 328 mg of 2-{2-[4-(2-benzyloxyphenyl)-1-buten-1-yl]phenoxymethyl}oxirane [prepared as described in step (a) above] dissolved in 5 ml of tetrahydrofuran was treated with 3 ml of 50% by volume aqueous dimethylamine. The crude product was purified as described in Example 1(b), to give 3-dimethylamino-1-{2-[4-(2-benzyloxyphenyl)-1-buten-1-yl]phenoxy}-2-propanol as a colorless oil.